Dataset: the Open Reaction Database (ORD), a public repository of structured organic reaction records. Task: describe an organic reaction: reactants, conditions, products, and yield The reactants are C1CCOC1, C=CCCc1ccc(C#N)cc1, O. Product: N#Cc1ccc(CCCCO)cc1. As a reaction SMILES: [CH2:14]1[O:15][CH2:16][CH2:17][CH2:18]1.[CH2:1]([CH2:2][CH:3]=[CH2:4])[c:5]1[cH:6][cH:7][c:8]([C:9]#[N:10])[cH:11][cH:12]1.[OH2:13]>>[CH2:1]([CH2:2][CH2:3][CH2:4][OH:13])[c:5]1[cH:6][cH:7][c:8]([C:9]#[N:10])[cH:11][cH:12]1. The reactants are BrCCCCCCCCCCC(=O)O (11-Bromo undecanoic acid), [I-].[Na+] (Sodium iodide), CC(=O)C (acetone), ( 6 ). The solvent is O (H2O). Product: ICCCCCCCCCCC(=O)O (11-Iodo undecanoic acid). RXN SMILES: Br[CH2:2][CH2:3][CH2:4][CH2:5][CH2:6][CH2:7][CH2:8][CH2:9][CH2:10][CH2:11][C:12]([OH:14])=[O:13].[I-:15].[Na+].CC(C)=O>O>[I:15][CH2:2][CH2:3][CH2:4][CH2:5][CH2:6][CH2:7][CH2:8][CH2:9][CH2:10][CH2:11][C:12]([OH:14])=[O:13] |f:1.2|. Procedure: 11-Iodo undecanoic acid was synthesized according to Bergbreiter, J. Org. Chem., 40 (6), (1975) 779-782. Briefly, 250 g 11-Bromo undecanoic acid, 325 g Sodium iodide and 2 liter acetone were refluxed under N2 atmosphere for 24 hours. The mixture was divided and added to 4 liter H2O each. The mixtures were fritted and the crude product recrystallized from methanol and finally characterized by the melting point. Reactants: OBO, COc1cc2c(cc1Br)C(c1cccc(C#N)c1)=NCC(=O)N2C, OB(O)c1ccc(Cl)cc1, c1ccccc1. Product: COc1cc2c(cc1-c1ccc(Cl)cc1)C(c1cccc(C#N)c1)=NCC(=O)N2C. RXN SMILES: [BH:25]([OH:26])[OH:27].[Br:1][c:2]1[cH:3][c:4]2[c:5]([cH:21][c:22]1[O:23][CH3:24])[N:6]([CH3:20])[C:7](=[O:19])[CH2:8][N:9]=[C:10]2[c:11]1[cH:12][c:13]([C:14]#[N:15])[cH:16][cH:17][cH:18]1.[Cl:34][c:35]1[cH:36][cH:37][c:38]([B:41]([OH:42])[OH:43])[cH:39][cH:40]1.[cH:28]1[cH:29][cH:30][cH:31][cH:32][cH:33]1>>[c:2]1(-[c:38]2[cH:37][cH:36][c:35]([Cl:34])[cH:40][cH:39]2)[cH:3][c:4]2[c:5]([cH:21][c:22]1[O:23][CH3:24])[N:6]([CH3:20])[C:7](=[O:19])[CH2:8][N:9]=[C:10]2[c:11]1[cH:12][c:13]([C:14]#[N:15])[cH:16][cH:17][cH:18]1. Starting materials: ClC1=NC(=NC=C1C(F)(F)F)NC1=CC=C(CP(OCC)(OCC)=O)C=C1 (diethyl (4-{[4-chloro-5-(trifluoromethyl)pyrimidin-2-yl]amino}benzyl)phosphonate), ClC1=NC=C(C(=N1)Cl)C(F)(F)F (2,4-dichloro-5-(trifluoromethyl)pyrimidine), FC(COP(OCC(F)(F)F)(=O)CC1=CC=C(C=C1)N)(F)F ((4-Aminobenzyl)phosphonic acid bis-(2,2,2-trifluoroethyl) ester), FC(COP(OCC(F)(F)F)(=O)CC1=CC=C(C=C1)N)(F)F ((4-Aminobenzyl)phosphonic acid bis-(2,2,2-trifluoroethyl) ester). Yields the product ClC1=NC(=NC=C1C(F)(F)F)NC1=CC=C(CP(OCC(F)(F)F)(OCC(F)(F)F)=O)C=C1 (Bis(2,2,2-trifluoroethyl) (4-{[4-chloro-5-(trifluoromethyl)pyrimidin-2-yl]amino}benzyl)phosphonate). Reaction SMILES: [Cl:1][C:2]1[C:7]([C:8]([F:11])([F:10])[F:9])=[CH:6][N:5]=[C:4](NC2C=CC(CP(=O)(OCC)OCC)=CC=2)[N:3]=1.[F:28][C:29]([F:49])([F:48])[CH2:30][O:31][P:32]([CH2:40][C:41]1[CH:46]=[CH:45][C:44]([NH2:47])=[CH:43][CH:42]=1)(=[O:39])[O:33][CH2:34][C:35]([F:38])([F:37])[F:36].ClC1N=C(Cl)C(C(F)(F)F)=CN=1>>[Cl:1][C:2]1[C:7]([C:8]([F:10])([F:9])[F:11])=[CH:6][N:5]=[C:4]([NH:47][C:44]2[CH:45]=[CH:46][C:41]([CH2:40][P:32](=[O:39])([O:33][CH2:34][C:35]([F:36])([F:37])[F:38])[O:31][CH2:30][C:29]([F:28])([F:48])[F:49])=[CH:42][CH:43]=2)[N:3]=1. Procedure: The title compound was prepared according to the procedure for diethyl (4-{[4-chloro-5-(trifluoromethyl)pyrimidin-2-yl]amino}benzyl)phosphonate using (4-Aminobenzyl)phosphonic acid bis-(2,2,2-trifluoroethyl) ester (Compound 165B) and 2,4-dichloro-5-(trifluoromethyl)pyrimidine. The desired product was isolated using MDP (ammonium bicarbonate basic buffer pH 9). 1H NMR (400 MHz, DMSOd6) δ ppm 10.69 (s, 1H), 8.81 (s, 1H), 7.65 (d, J=8.1 Hz, 2H), 7.26 (dd, J=8.7, 2.7 Hz, 2H), 4.56-4.72 (m, 4H), 3.51... Starting materials: ClC=1C=C(CN2C(CNCC2)=O)C=CC1 (1-(3-chlorobenzyl)piperazin-2-one), C(C)OC=C(C(=O)OCC)C(=O)OCC (diethyl ethoxymethylenemalonate), C[Si](C)(C)[N-][Si](C)(C)C.[Li+] (lithium bis(trimethylsilyl)amide), C1CCOC1 (THF). Run in C1(=CC=CC=C1)C (toluene). Conditions: temperature 80 celsius, time 8 hour. Product: ClC=1C=C(CN2C(C=3N(CC2)C=C(C3O)C(=O)OCC)=O)C=CC1 (Ethyl 2(3-chlorobenzyl)-8-hydroxy-1-oxo-1,2,3,4-tetrahydropyrrolo[1,2-α]pyrazine-7-carboxylate). As a reaction SMILES: [Cl:1][C:2]1[CH:3]=[C:4]([CH:13]=[CH:14][CH:15]=1)[CH2:5][N:6]1[CH2:11][CH2:10][NH:9][CH2:8][C:7]1=[O:12].C([O:18][CH:19]=[C:20]([C:26](OCC)=O)[C:21]([O:23][CH2:24][CH3:25])=[O:22])C.C[Si]([N-][Si](C)(C)C)(C)C.[Li+].C1COCC1>C1(C)C=CC=CC=1>[Cl:1][C:2]1[CH:3]=[C:4]([CH:13]=[CH:14][CH:15]=1)[CH2:5][N:6]1[CH2:11][CH2:10][N:9]2[CH:26]=[C:20]([C:21]([O:23][CH2:24][CH3:25])=[O:22])[C:19]([OH:18])=[C:8]2[C:7]1=[O:12] |f:2.3|. Reported procedure: A mixture of 1-(3-chlorobenzyl)piperazin-2-one (3.97 g, 17.67 mmol) and diethyl ethoxymethylenemalonate (4.01 g, 18.55 mmol) in toluene (60 mL) was heated in a sealed tube at 80° C. overnight. The resultant mixture was concentrated under vacuum. The residue was dissolved in anhydrous DMF (200 mL), cooled to 0° C. under an atmosphere of nitrogen, and treated with a solution of lithium bis(trimethylsilyl)amide in THF (1 M, 21.2 mL, 21.2 mmol). The reaction mixture was stirred at room temperature o... Starting materials: [AlH4-], C1CCOC1, O=C(O)c1cccnc1Cl, [Li+]. The product is OCc1cccnc1Cl. RXN SMILES: [AlH4-:12].[CH2:13]1[O:14][CH2:15][CH2:16][CH2:17]1.[Cl:1][c:2]1[c:3]([C:4](=[O:5])[OH:6])[cH:7][cH:8][cH:9][n:10]1.[Li+:11]>>[Cl:1][c:2]1[c:3]([CH2:4][OH:5])[cH:7][cH:8][cH:9][n:10]1. Reactants: CC(=O)O[BH-](OC(C)=O)OC(C)=O, O=C([O-])O, CCOC(=O)Cc1csc(SCC(=O)NCC2CNCCO2)n1, ClCCl, CC(=O)O, O=Cc1ccc(Cl)cc1, [Na+], [Na+]. Product: CCOC(=O)Cc1csc(SCC(=O)NCC2CN(Cc3ccc(Cl)cc3)CCO2)n1. As a reaction SMILES: [C:33]([O:34][BH-:35]([O:36][C:37](=[O:38])[CH3:39])[O:40][C:41](=[O:42])[CH3:43])(=[O:44])[CH3:45].[C:47](=[O:48])([O-:49])[OH:50].[CH2:1]([CH3:2])[O:3][C:4](=[O:5])[CH2:6][c:7]1[n:8][c:9]([S:12][CH2:13][C:14](=[O:15])[NH:16][CH2:17][CH:18]2[O:19][CH2:20][CH2:21][NH:22][CH2:23]2)[s:10][cH:11]1.[CH2:52]([Cl:53])[Cl:54].[CH3:55][C:56](=[O:57])[OH:58].[Cl:24][c:25]1[cH:26][cH:27][c:28]([CH:29]=[O:30])[cH:31][cH:32]1.[Na+:46].[Na+:51]>>[CH2:1]([CH3:2])[O:3][C:4](=[O:5])[CH2:6][c:7]1[n:8][c:9]([S:12][CH2:13][C:14](=[O:15])[NH:16][CH2:17][CH:18]2[O:19][CH2:20][CH2:21][N:22]([CH2:29][c:28]3[cH:27][cH:26][c:25]([Cl:24])[cH:32][cH:31]3)[CH2:23]2)[s:10][cH:11]1.